Dataset: the Open Reaction Database (ORD), a public repository of structured organic reaction records. Task: describe an organic reaction: reactants, conditions, products, and yield The reactants are C(C)N1N=C(C(=C1)C1=C2C(=NC=C1)NC=C2)C2=CC=C(N)C=C2 (4-[1-ethyl-4-(1H-pyrrolo[2,3-b]pyridin-4-yl)-1H-pyrazol-3-yl]aniline), C1(=CC=CC=C1)CC(=O)Cl (phenylacetyl chloride). The product is C(C)N1N=C(C(=C1)C1=C2C(=NC=C1)NC=C2)C2=CC=C(C=C2)NC(CC2=CC=CC=C2)=O (N-{4-[1-Ethyl-4-(1H-pyrrolo[2,3-b]pyridin-4-yl)-1H-pyrazol-3-yl]phenyl}-2-phenylacetamide). As a reaction SMILES: [CH2:1]([N:3]1[CH:7]=[C:6]([C:8]2[CH:13]=[CH:12][N:11]=[C:10]3[NH:14][CH:15]=[CH:16][C:9]=23)[C:5]([C:17]2[CH:23]=[CH:22][C:20]([NH2:21])=[CH:19][CH:18]=2)=[N:4]1)[CH3:2].[C:24]1([CH2:30][C:31](Cl)=[O:32])[CH:29]=[CH:28][CH:27]=[CH:26][CH:25]=1>>[CH2:1]([N:3]1[CH:7]=[C:6]([C:8]2[CH:13]=[CH:12][N:11]=[C:10]3[NH:14][CH:15]=[CH:16][C:9]=23)[C:5]([C:17]2[CH:23]=[CH:22][C:20]([NH:21][C:31](=[O:32])[CH2:30][C:24]3[CH:29]=[CH:28][CH:27]=[CH:26][CH:25]=3)=[CH:19][CH:18]=2)=[N:4]1)[CH3:2]. Reported procedure: Following the procedure described in Example 1 with 4-[1-ethyl-4-(1H-pyrrolo[2,3-b]pyridin-4-yl)-1H-pyrazol-3-yl]aniline and phenylacetyl chloride provided the title compound. ESMS [M+H]+: 422.2 Reactants: [N+](=O)([O-])C=1C=C(C(=O)OCCCCCCOC(\C=C\C2=CC=C(C=C2)OC(C2=CC=C(C=C2)OCCCC(F)(F)F)=O)=O)C=C(C1)[N+](=O)[O-] (6-{[((2E)-3-{4-[(4-(4,4,4-trifluorobutoxy)benzoyl)oxy]phenyl}prop-2-enoyl)oxy]}hexyl 3,5-dinitrobenzoate), ferric chloride hexahydrate. Reagents/catalysts: [Zn] (Zinc). The solvent is CN(C=O)C (N,N-dimethylformamide), O (water). The product is NC=1C=C(C(=O)OCCCCCCOC(\C=C\C2=CC=C(C=C2)OC(C2=CC=C(C=C2)OCCCC(F)(F)F)=O)=O)C=C(C1)N (6-{[((2E)-3-{4-[(4-(4,4,4-trifluorobutoxy)benzoyl)oxy]phenyl}prop-2-enoyl)oxy]}hexyl 3,5-diaminobenzoate). Yield: 90.7%. RXN SMILES: [N+:1]([C:4]1[CH:5]=[C:6]([CH:44]=[C:45]([N+:47]([O-])=O)[CH:46]=1)[C:7]([O:9][CH2:10][CH2:11][CH2:12][CH2:13][CH2:14][CH2:15][O:16][C:17](=[O:43])/[CH:18]=[CH:19]/[C:20]1[CH:25]=[CH:24][C:23]([O:26][C:27](=[O:42])[C:28]2[CH:33]=[CH:32][C:31]([O:34][CH2:35][CH2:36][CH2:37][C:38]([F:41])([F:40])[F:39])=[CH:30][CH:29]=2)=[CH:22][CH:21]=1)=[O:8])([O-])=O>CN(C)C=O.O.[Zn]>[NH2:1][C:4]1[CH:5]=[C:6]([CH:44]=[C:45]([NH2:47])[CH:46]=1)[C:7]([O:9][CH2:10][CH2:11][CH2:12][CH2:13][CH2:14][CH2:15][O:16][C:17](=[O:43])/[CH:18]=[CH:19]/[C:20]1[CH:25]=[CH:24][C:23]([O:26][C:27](=[O:42])[C:28]2[CH:33]=[CH:32][C:31]([O:34][CH2:35][CH2:36][CH2:37][C:38]([F:39])([F:40])[F:41])=[CH:30][CH:29]=2)=[CH:22][CH:21]=1)=[O:8]. Reported procedure: 18.80 g (0.027 Mol) of 6-{[((2E)-3-{4-[(4-(4,4,4-trifluorobutoxy)benzoyl)oxy]phenyl}prop-2-enoyl)oxy]}hexyl 3,5-dinitrobenzoate are dissolved in a mixture of 350 ml of N,N-dimethylformamide and 25 ml water. 44.28 g (0.164 Mol) ferric chloride hexahydrate are added. 17.85 g (0.273 Mol) Zinc powder are added portionwise within 40 min. The mixture is allowed to react for 2 hours. The reaction mixture is then partitioned between ethyl acetate and water and filtered. The organic phase is washed repea... Starting materials: OC1COCC1 (3-hydroxy-tetrahydrofuran), ClC1=NC(=CC2=CC(=C(C=C12)OCCOC)OC)NC1=NNC(=C1)C ([1-Chloro-6-methoxy-7-(2-methoxy-ethoxy)-isoquinolin-3-yl]-(5-methyl-1H-pyrazol-3-yl)-amine). Reported procedure: Similar procedure as described in example 400 was used, starting from 3-hydroxy-tetrahydrofuran and [1-Chloro-6-methoxy-7-(2-methoxy-ethoxy)-isoquinolin-3-yl]-(5-methyl-1H-pyrazol-3-yl)-amine to give [6-Methoxy-7-(2-methoxy-ethoxy)-1-(tetrahydro-furan-3-yloxy)-isoquinolin-3-yl]-(5-methyl-1H-pyrazol-3-yl)-amine. LC-MS: m/e 415(MH+). Reaction SMILES: [OH:1][CH:2]1[CH2:6][CH2:5][O:4][CH2:3]1.Cl[C:8]1[C:17]2[C:12](=[CH:13][C:14]([O:23][CH3:24])=[C:15]([O:18][CH2:19][CH2:20][O:21][CH3:22])[CH:16]=2)[CH:11]=[C:10]([NH:25][C:26]2[CH:30]=[C:29]([CH3:31])[NH:28][N:27]=2)[N:9]=1>>[CH3:24][O:23][C:14]1[CH:13]=[C:12]2[C:17](=[CH:16][C:15]=1[O:18][CH2:19][CH2:20][O:21][CH3:22])[C:8]([O:1][CH:2]1[CH2:6][CH2:5][O:4][CH2:3]1)=[N:9][C:10]([NH:25][C:26]1[CH:30]=[C:29]([CH3:31])[NH:28][N:27]=1)=[CH:11]2. Yields the product COC=1C=C2C=C(N=C(C2=CC1OCCOC)OC1COCC1)NC1=NNC(=C1)C ([6-Methoxy-7-(2-methoxy-ethoxy)-1-(tetrahydro-furan-3-yloxy)-isoquinolin-3-yl]-(5-methyl-1H-pyrazol-3-yl)-amine). The reactants are FC(C1=NN(C=2CCCCC12)C1=CC=C(C=C1)CC(=O)O)(F)F ({4-[3-(trifluoromethyl)-4,5,6,7-tetrahydro-1H-indazol-1-yl]phenyl}acetic acid), N1CCCCC1 (piperidine). The product is O=C(CC1=CC=C(C=C1)N1N=C(C=2CCCCC12)C(F)(F)F)N1CCCCC1 (1-{4-[2-oxo-2-(1-piperidinyl)ethyl]phenyl}-3-(trifluoromethyl)-4,5,6,7-tetrahydro-1H-indazole). As a reaction SMILES: [F:1][C:2]([F:23])([F:22])[C:3]1[C:11]2[CH2:10][CH2:9][CH2:8][CH2:7][C:6]=2[N:5]([C:12]2[CH:17]=[CH:16][C:15]([CH2:18][C:19]([OH:21])=O)=[CH:14][CH:13]=2)[N:4]=1.[NH:24]1[CH2:29][CH2:28][CH2:27][CH2:26][CH2:25]1>>[O:21]=[C:19]([N:24]1[CH2:29][CH2:28][CH2:27][CH2:26][CH2:25]1)[CH2:18][C:15]1[CH:16]=[CH:17][C:12]([N:5]2[C:6]3[CH2:7][CH2:8][CH2:9][CH2:10][C:11]=3[C:3]([C:2]([F:1])([F:23])[F:22])=[N:4]2)=[CH:13][CH:14]=1. Reported procedure: The title compound was prepared from {4-[3-(trifluoromethyl)-4,5,6,7-tetrahydro-1H-indazol-1-yl]phenyl}acetic acid and piperidine using a similar procedure to that described for Example 2, product further purified by mass directed auto-prep. Reactants: O.[OH-].[Li+] (Lithium hydroxide monohydrate), C(C)OC(=O)C1(CCOCC1)CO (4-(hydroxymethyl)tetrahydropyran-4-carboxylic acid ethyl ester). Run in CO.O (methanol water). Procedure details: Lithium hydroxide monohydrate (16.7 g, 398.5 mmol) was added to a solution of 4-(hydroxymethyl)tetrahydropyran-4-carboxylic acid ethyl ester (25.0 g, 132.8 mmol) in 4.5:1 methanol/water (220 mL). The mixture was heated to reflux for 40 minutes and the methanol removed in vacuo by concentration using a bath temperature no higher than 45° C. The aqueous layer was then extracted into diethyl ether (4×100 mL) and the combined ether layers washed twice with 2M sodium hydroxide (15 mL). The combined a... Reaction SMILES: O.[OH-].[Li+].C([O:6][C:7]([C:9]1([CH2:15][OH:16])[CH2:14][CH2:13][O:12][CH2:11][CH2:10]1)=[O:8])C>CO.O>[OH:16][CH2:15][C:9]1([C:7]([OH:8])=[O:6])[CH2:14][CH2:13][O:12][CH2:11][CH2:10]1 |f:0.1.2,4.5|. Reaction conditions: temperature 0 celsius. Product: OCC1(CCOCC1)C(=O)O (4-(hydroxymethyl)tetrahydropyran-4-carboxylic acid). Yield: 80.2%. Reactants: BrC1=CC=C(C=C1)CBr (1-bromo-4-(bromomethyl)benzene), C([O-])([O-])=O.[K+].[K+] (potassium carbonate), N1CCOCC1 (morpholine). Run in C1CCOC1 (THF). Conditions: time 18 hour. Product: BrC1=CC=C(C=C1)CN1CCOCC1 (4-(4-Bromophenylmethyl)morpholine). Yield: 605.0%. RXN SMILES: [Br:1][C:2]1[CH:7]=[CH:6][C:5]([CH2:8]Br)=[CH:4][CH:3]=1.C(=O)([O-])[O-].[K+].[K+].[NH:16]1[CH2:21][CH2:20][O:19][CH2:18][CH2:17]1>C1COCC1>[Br:1][C:2]1[CH:7]=[CH:6][C:5]([CH2:8][N:16]2[CH2:21][CH2:20][O:19][CH2:18][CH2:17]2)=[CH:4][CH:3]=1 |f:1.2.3|. Procedure: A solution of 1-bromo-4-(bromomethyl)benzene (100 mg) in dry THF (10 ml) containing potassium carbonate (380 mg) was treated slowly with morpholine (0.32 ml, 317 mg). The resulting mixture was stirred at room temperature under nitrogen for 18 h, before filtering and concentrating in vacuo to give the title compound as a white solid (620 mg). m.p. 82°-83° C.